This data is from the Open Reaction Database (ORD), a public repository of structured organic reaction records. The task is: describe an organic reaction: reactants, conditions, products, and yield Product: CCCCc1cc2ccccc2c(Oc2ccc(C=O)cc2)c1-c1ccccc1. Reactants: O=C([O-])[O-], CCCCc1cc2ccccc2c(O)c1-c1ccccc1, CS(C)=O, [Cs+], [Cs+], O=Cc1ccc(F)cc1. RXN SMILES: [C:31](=[O:32])([O-:33])[O-:34].[CH2:1]([CH2:2][CH2:3][CH3:4])[c:5]1[c:6](-[c:16]2[cH:17][cH:18][cH:19][cH:20][cH:21]2)[c:7]([OH:15])[c:8]2[cH:9][cH:10][cH:11][cH:12][c:13]2[cH:14]1.[CH3:37][S:38]([CH3:39])=[O:40].[Cs+:35].[Cs+:36].[F:22][c:23]1[cH:24][cH:25][c:26]([CH:27]=[O:28])[cH:29][cH:30]1>>[CH2:1]([CH2:2][CH2:3][CH3:4])[c:5]1[c:6](-[c:16]2[cH:17][cH:18][cH:19][cH:20][cH:21]2)[c:7]([O:15][c:23]2[cH:24][cH:25][c:26]([CH:27]=[O:28])[cH:29][cH:30]2)[c:8]2[cH:9][cH:10][cH:11][cH:12][c:13]2[cH:14]1. Reactants: FC1=CC=C(C(=O)CCCN2CCC(CC2)N2C(=NC3=C2C=CC=C3)S)C=C1 (1-[1-(3-(4-fluorobenzoyl)propyl)-4-piperidyl]-2-mercaptobenzimidazole), [OH-].[Na+] (sodium hydroxide), S(=O)(=O)(OC)OC (dimethyl sulfate). Solvent: O (water), CO (methanol). Reaction conditions: time 20 minute. Product: FC1=CC=C(C(=O)CCCN2CCC(CC2)N2C(=NC3=C2C=CC=C3)SC)C=C1 (1-[1-(3-(4-fluorobenzoyl)-propyl)-4-piperidyl]-2-methylmercaptobenzimidazole). Reaction SMILES: [F:1][C:2]1[CH:28]=[CH:27][C:5]([C:6]([CH2:8][CH2:9][CH2:10][N:11]2[CH2:16][CH2:15][CH:14]([N:17]3[C:21]4[CH:22]=[CH:23][CH:24]=[CH:25][C:20]=4[N:19]=[C:18]3[SH:26])[CH2:13][CH2:12]2)=[O:7])=[CH:4][CH:3]=1.[OH-].[Na+].S(OC)(O[CH3:35])(=O)=O>O.CO>[F:1][C:2]1[CH:3]=[CH:4][C:5]([C:6]([CH2:8][CH2:9][CH2:10][N:11]2[CH2:12][CH2:13][CH:14]([N:17]3[C:21]4[CH:22]=[CH:23][CH:24]=[CH:25][C:20]=4[N:19]=[C:18]3[S:26][CH3:35])[CH2:15][CH2:16]2)=[O:7])=[CH:27][CH:28]=1 |f:1.2|. Procedure details: 15.9 g of 1-[1-(3-(4-fluorobenzoyl)propyl)-4-piperidyl]-2-mercaptobenzimidazole and 3.2 g of sodium hydroxide were dissolved in a mixture of 24 ml of water and 200 ml of methanol. To the solution, 7.06 g of dimethyl sulfate was added through 4 hours at room temperature (i.e., about 20°-30°C) and then the solution was stirred for an additional 20 minutes. After the reaction, the solution was concentrated and a diluted sodium hydroxide solution was added thereto, followed by extracting with chloro... Reactants: [OH-].[Na+] (Sodium hydroxide), Cl (hydrogen chloride), C(C)OC(CC(=O)[C@@H]1C[C@@H](N(CC1)C(=O)OC)CCC1=CC=C(C=C1)F)=O (Cis-methyl 4-(3-ethoxy-3-oxopropanoyl)-2-(4-fluorophenethyl)piperidine-1-carboxylate), NO (Hydroxylamine). Solvent: O (water), O (water), C(Cl)Cl (DCM), CO (MeOH). Run at temperature -40 celsius, time 15 minute. The product is FC1=CC=C(CC[C@@H]2N(CC[C@@H](C2)C2=CC(NO2)=O)C(=O)OC)C=C1 (Cis-methyl 2-(4-fluorophenethyl)-4-(3-oxo-2,3-dihydroisoxazol-5-yl)piperidine-1-carboxylate). Isolated yield 65.7%. RXN SMILES: C([O:3][C:4](=O)[CH2:5][C:6]([C@H:8]1[CH2:13][CH2:12][N:11]([C:14]([O:16][CH3:17])=[O:15])[C@@H:10]([CH2:18][CH2:19][C:20]2[CH:25]=[CH:24][C:23]([F:26])=[CH:22][CH:21]=2)[CH2:9]1)=[O:7])C.[OH-].[Na+].[NH2:30]O.Cl>CO.O.C(Cl)Cl>[F:26][C:23]1[CH:24]=[CH:25][C:20]([CH2:19][CH2:18][C@H:10]2[CH2:9][C@@H:8]([C:6]3[O:7][NH:30][C:4](=[O:3])[CH:5]=3)[CH2:13][CH2:12][N:11]2[C:14]([O:16][CH3:17])=[O:15])=[CH:21][CH:22]=1 |f:1.2|. Procedure details: Cis-methyl 4-(3-ethoxy-3-oxopropanoyl)-2-(4-fluorophenethyl)piperidine-1-carboxylate (3.15 g, 8.30 mmol) was dissolved in MeOH (30 mL) and cooled to −40° C. under nitrogen. Sodium hydroxide (0.332 g, 8.30 mmol) dissolved in water (3.00 mL) was added and the mixture was stirred at −40° C. for 15 min. Hydroxylamine (50% by weight in water, 0.509 mL, 8.30 mmol) was added. The resulting solution was stirred at −40° C. for 3 h. The mixture was then transferred into a prewarmed (80° C.) solution of 6 ... The reactants are OC=1C=C(C(=O)O)C=CC1C (3-Hydroxy-4-methylbenzoic acid), C(C)(C)C=1C=C(C=CC1)N (3-isopropylbenzenamine), Teflon, P(Cl)(Cl)Cl (PCl3). Reagents/catalysts: CN(C)C=1C=CN=CC1 (DMAP). The solvent is [Cl-].[Na+].O (brine), C(C)(=O)OCC (ethyl acetate), C1(=CC=CC=C1)C (toluene). Conditions: temperature 135 celsius, time 25 minute. Product: OC=1C=C(C(=O)NC2=CC(=CC=C2)C(C)C)C=CC1C (3-hydroxy-N-(3-isopropylphenyl)-4-methylbenzamide). As a reaction SMILES: [OH:1][C:2]1[CH:3]=[C:4]([CH:8]=[CH:9][C:10]=1[CH3:11])[C:5]([OH:7])=O.[CH:12]([C:15]1[CH:16]=[C:17]([NH2:21])[CH:18]=[CH:19][CH:20]=1)([CH3:14])[CH3:13].P(Cl)(Cl)Cl>CN(C1C=CN=CC=1)C.C1(C)C=CC=CC=1.[Cl-].[Na+].O.C(OCC)(=O)C>[OH:1][C:2]1[CH:3]=[C:4]([CH:8]=[CH:9][C:10]=1[CH3:11])[C:5]([NH:21][C:17]1[CH:18]=[CH:19][CH:20]=[C:15]([CH:12]([CH3:14])[CH3:13])[CH:16]=1)=[O:7] |f:5.6.7|. Procedure details: 3-Hydroxy-4-methylbenzoic acid (1.07 g, 7.00 mmol), 3-isopropylbenzenamine (0.90 mL, 6.4 mmol), and DMAP (0.27 g, 2.2 mmol) were suspended in 25 mL dry toluene in a 2-neck flask with an attached Dean-Stark trap under N2. The mixture was stirred in a 135° C. oil bath and brought to a boil before PCl3 (0.28 mL, 3.2 mmol) was added dropwise by glass/Teflon syringe over 15 minutes. Heating was continued an additional 25 minutes. After cooling, the mixture was diluted with brine and ethyl acetate, an... Starting materials: O=C(CCC(=O)OCCCCCCCCCCCCCC)CCC(=O)OCC (Tetradecyl Ethyl 4-Oxopimelate), CC(C)([O-])C.[K+] (Potassium t-butoxide). Reagents/catalysts: [Br-].C[P+](C1=CC=CC=C1)(C1=CC=CC=C1)C1=CC=CC=C1 (methyl triphenylphosphonium bromide). The solvent is C1CCOC1 (THF), C1=CC=CC=C1 (benzene). Reaction conditions: time 30 minute. The product is C(C)OC(=O)CCC(CCC(=O)OCCCCCCCCCCCCCC)=C (Tetradecyl 4-[(Ethoxycarbonyl)ethyl]-4-pentenoate). Yield: 156.5%. RXN SMILES: [CH3:1]C(C)([O-])C.[K+].O=[C:8]([CH2:28][CH2:29][C:30]([O:32][CH2:33][CH3:34])=[O:31])[CH2:9][CH2:10][C:11]([O:13][CH2:14][CH2:15][CH2:16][CH2:17][CH2:18][CH2:19][CH2:20][CH2:21][CH2:22][CH2:23][CH2:24][CH2:25][CH2:26][CH3:27])=[O:12]>[Br-].C[P+](C1C=CC=CC=1)(C1C=CC=CC=1)C1C=CC=CC=1.C1C=CC=CC=1.C1COCC1>[CH2:33]([O:32][C:30]([CH2:29][CH2:28][C:8](=[CH2:1])[CH2:9][CH2:10][C:11]([O:13][CH2:14][CH2:15][CH2:16][CH2:17][CH2:18][CH2:19][CH2:20][CH2:21][CH2:22][CH2:23][CH2:24][CH2:25][CH2:26][CH3:27])=[O:12])=[O:31])[CH3:34] |f:0.1,3.4|. Procedure: Potassium t-butoxide (0.195 g, 1.73 mmol) was added to a stirred suspension of methyl triphenylphosphonium bromide (0.618 g, 1.73 mmol) in dry benzene (8 mL), which was maintained under argon at room temperature. After stirring for 30 min, the reaction mixture was cooled to 0° C. and a solution of ketone 3.17 (0.46 g, 1.16 mmol) in dry THF was added rapidly. The reaction mixture was quenched after 30-60 minutes at 0° C. with brine (~10 mL), extracted with EtOAc (3×20 mL), and the combined organi... Starting materials: S(=O)(=O)(C(F)(F)F)OS(=O)(=O)C(F)(F)F (triflic anhydride), C(C)(=O)N1C(=NC=C1COC(C)=O)CCCC (1-acetyl-2-n-butyl 5-acetoxymethyl imidazole), C12(CC3CC(CC(C1)C3)C2)CCO (2-(1-adamantyl)ethanol), C(C)(C)N(CC)C(C)C (diisopropylethylamine). The solvent is C(Cl)Cl (methylene chloride), C(Cl)Cl (methylene chloride), C(Cl)Cl (methylene chloride), CO.C(Cl)(Cl)Cl (methanol chloroform). Conditions: time 4 day. Product: C(C)(=O)OCC1=CN=C(N1CCC12CC3CC(CC(C1)C3)C2)CCCC (5-acetoxymethyl-1-[2-(1-adamantyl)-ethyl]-2-n-butyl-imidazole). Reaction SMILES: [C:1]12(CCO)[CH2:10][CH:5]3[CH2:6][CH:7]([CH2:9][CH:3]([CH2:4]3)[CH2:2]1)[CH2:8]2.C(N(C(C)C)CC)(C)C.S(OS(C(F)(F)F)(=O)=O)(C(F)(F)F)(=O)=O.[C:38]([N:41]1[C:45]([CH2:46][O:47][C:48](=[O:50])[CH3:49])=[CH:44][N:43]=[C:42]1[CH2:51][CH2:52][CH2:53][CH3:54])(=O)[CH3:39]>C(Cl)Cl.CO.C(Cl)(Cl)Cl>[C:48]([O:47][CH2:46][C:45]1[N:41]([CH2:38][CH2:39][C:1]23[CH2:10][CH:5]4[CH2:4][CH:3]([CH2:9][CH:7]([CH2:6]4)[CH2:8]2)[CH2:2]3)[C:42]([CH2:51][CH2:52][CH2:53][CH3:54])=[N:43][CH:44]=1)(=[O:50])[CH3:49] |f:5.6|. Procedure: A mixture of 2-(1-adamantyl)ethanol (10.7 g) and diisopropylethylamine (11 ml) in methylene chloride (70 ml) was added to triflic anhydride (16.75 g) in 70 ml of methylene chloride at -78° C. for 45 minutes, 1-acetyl-2-n-butyl 5-acetoxymethyl imidazole in 50 ml of methylene chloride was added and the mixture was allowed to stand at room temperature for 4 days, then concentrated and heated on a steam bath with 10% sodium hydroxide (250 ml), diluted with 300 ml of water, extracted with methylene c... Yield: 78.0%. Reactants: 200, CC(=CC=O)C (3,3-dimethylacrolein), C1(=CC=C(C=C1)S(=O)(=O)O)C (p-toluenesulfonic acid). Procedure: A mixture of 200 parts of 3,3-dimethylacrolein and 600 parts of tetrahydrofuran is heated with 0.008 part of p-toluenesulfonic acid in an autoclave for three hours at a pressure of 50 atmospheres and a temperature of 210°C. The reaction product is worked up by distillation. 72.5 parts of piperitenone is obtained. The yield is 78% of theory at a conversion of 52%. Solvent: O1CCCC1 (tetrahydrofuran). RXN SMILES: [CH3:1][C:2]([CH3:6])=[CH:3][CH:4]=[O:5].[C:7]1([CH3:17])[CH:12]=CC(S(O)(=O)=O)=[CH:9][CH:8]=1>O1CCCC1>[CH3:1][C:2]1[CH2:6][CH2:9][C:8](=[C:7]([CH3:17])[CH3:12])[C:4](=[O:5])[CH:3]=1. Yields the product CC1=CC(=O)C(=C(C)C)CC1 (piperitenone).